From a dataset of the Open Reaction Database (ORD), a public repository of structured organic reaction records. describe an organic reaction: reactants, conditions, products, and yield Reactants: ClCCOC1=CC(=C(C=O)C=C1OC)[N+](=O)[O-] (4-(2-chloroethoxy)-5-methoxy-2-nitrobenzaldehyde), C(#N)CC(=O)OC (methyl cyanoacetate), N1CCCCC1 (piperidine). The solvent is CO (methanol). Product: C(#N)/C(/C(=O)OC)=C\C1=C(C=C(C(=C1)OC)OCCCl)[N+](=O)[O-] (methyl (2E)-2-cyano-3-[4-(2-chloroethoxy)-5-methoxy-2-nitrophenyl]-2-propenoate). Isolated yield 27.1%. Reaction SMILES: [Cl:1][CH2:2][CH2:3][O:4][C:5]1[C:12]([O:13][CH3:14])=[CH:11][C:8]([CH:9]=O)=[C:7]([N+:15]([O-:17])=[O:16])[CH:6]=1.[C:18]([CH2:20][C:21]([O:23][CH3:24])=[O:22])#[N:19].N1CCCCC1>CO>[C:18](/[C:20](=[CH:9]\[C:8]1[CH:11]=[C:12]([O:13][CH3:14])[C:5]([O:4][CH2:3][CH2:2][Cl:1])=[CH:6][C:7]=1[N+:15]([O-:17])=[O:16])/[C:21]([O:23][CH3:24])=[O:22])#[N:19]. Procedure details: To a mixture of 3.00 g (11.58 mmol) of 4-(2-chloroethoxy)-5-methoxy-2-nitrobenzaldehyde and 1.5 mL (16.95 mmol) of methyl cyanoacetate in 30 mL of methanol is added 0.3 mL of piperidine. The mixture is heated at reflux for 5 minutes then cooled slightly and the thick suspension is collected by filtration washing with ethyl acetate followed by diethyl ether to give 1.07 g (27%) of methyl (2E)-2-cyano-3-[4-(2-chloroethoxy)-5-methoxy-2-nitrophenyl]-2-propenoate as a yellow solid, mp softens at 121°... Starting materials: C1(=CC=CC=C1)C=1C=C(C=2NC=3C=C(C=CC3C2N1)C(=O)OC(C)C)C(=O)OC (7-isopropyl 4-methyl 2-phenyl-5H-pyrido[3,2-b]indole-4,7-dicarboxylate), CO (MeOH), [OH-].[Na+] (sodium hydroxide), Cl (HCl). Solvent: C1CCOC1 (THF). Conditions: temperature 25 celsius, time 15 minute. Yields the product C(C)(C)OC(=O)C=1C=CC=2C3=C(NC2C1)C(=CC(=N3)C3=CC=CC=C3)C(=O)O (7-(isopropoxycarbonyl)-2-phenyl-5H-pyrido[3,2-b]indole-4-carboxylic acid). The yield is 107.9%. Reaction SMILES: [C:1]1([C:7]2[CH:8]=[C:9]([C:26]([O:28]C)=[O:27])[C:10]3[NH:11][C:12]4[CH:13]=[C:14]([C:20]([O:22][CH:23]([CH3:25])[CH3:24])=[O:21])[CH:15]=[CH:16][C:17]=4[C:18]=3[N:19]=2)[CH:6]=[CH:5][CH:4]=[CH:3][CH:2]=1.CO.[OH-].[Na+].Cl>C1COCC1>[CH:23]([O:22][C:20]([C:14]1[CH:15]=[CH:16][C:17]2[C:18]3[N:19]=[C:7]([C:1]4[CH:6]=[CH:5][CH:4]=[CH:3][CH:2]=4)[CH:8]=[C:9]([C:26]([OH:28])=[O:27])[C:10]=3[NH:11][C:12]=2[CH:13]=1)=[O:21])([CH3:25])[CH3:24] |f:2.3|. Reported procedure: A solution of 7-isopropyl 4-methyl 2-phenyl-5H-pyrido[3,2-b]indole-4,7-dicarboxylate (380 mg, 0.978 mmol) in a mixture of THF (5.6 mL), MeOH (1.9 mL) and 1 N aqueous sodium hydroxide solution (2.0 mL, 2.0 mmol) was stirred at 25° C. for 15 min. The reaction was treated with 1 N aqueous HCl (0.52 mL) and the organic solvents were removed. The residue was diluted with water and acidified to about pH 3.0 with 1 N aqueous HCl to give an yellow gel-like precipitate. This was chilled in an ice bath an... Reactants: O (water), C(=O)(C(F)(F)F)O (TFA), ClC1=CC=C(C=C1)C(C(=O)NC=1C=C(CC2(CC2)C(=O)OC(C)(C)C)C=CC1)C1CCCC1 ((+/−)-tert-butyl 1-(3-{[(4-chlorophenyl)(cyclopentyl)acetyl]amino}-benzyl)cyclopropanecarboxylate). Solvent: ClCCl (dichloromethane). Conditions: time 1 hour. The product is ClC1=CC=C(C=C1)C(C(=O)NC=1C=C(CC2(CC2)C(=O)O)C=CC1)C1CCCC1 ((+/−)-1-(3-{[(4-Chlorophenyl)(cyclopentyl)acetyl]amino}benzyl)cyclopropanecarboxylic acid). Reaction SMILES: [Cl:1][C:2]1[CH:7]=[CH:6][C:5]([CH:8]([CH:29]2[CH2:33][CH2:32][CH2:31][CH2:30]2)[C:9]([NH:11][C:12]2[CH:13]=[C:14]([CH:26]=[CH:27][CH:28]=2)[CH2:15][C:16]2([C:19]([O:21]C(C)(C)C)=[O:20])[CH2:18][CH2:17]2)=[O:10])=[CH:4][CH:3]=1.O.C(O)(C(F)(F)F)=O>ClCCl>[Cl:1][C:2]1[CH:3]=[CH:4][C:5]([CH:8]([CH:29]2[CH2:33][CH2:32][CH2:31][CH2:30]2)[C:9]([NH:11][C:12]2[CH:13]=[C:14]([CH:26]=[CH:27][CH:28]=2)[CH2:15][C:16]2([C:19]([OH:21])=[O:20])[CH2:18][CH2:17]2)=[O:10])=[CH:6][CH:7]=1. Procedure details: 6.60 g (14.1 mmol) of (+/−)-tert-butyl 1-(3-{[(4-chlorophenyl)(cyclopentyl)acetyl]amino}-benzyl)cyclopropanecarboxylate were dissolved in 41.8 ml of dichloromethane and, after addition of a drop of water, 10.9 ml of TFA were added at RT. The reaction mixture was stirred at RT for 1 h and then concentrated under reduced pressure. The residue was initially dried under high vacuum and then triturated with diisopropyl ether. The resulting solid was filtered off with suction and dried under high vacu...